Task: describe an organic reaction: reactants, conditions, products, and yield. Dataset: the Open Reaction Database (ORD), a public repository of structured organic reaction records The reactants are ClC1=CC=C(C=C1)O (p-chlorophenol), N1=CC=CC=C1 (pyridine), C1(=CC=CC=C1)C (toluene), C(CC)(=O)Cl (propionic acid chloride), resultant mixture. The solvent is O (Water). Yields the product ClC1=CC=C(C=C1)OC(CC)=O (propionic acid-p-chlorophenyl ester). The yield is 88.5%. RXN SMILES: [Cl:1][C:2]1[CH:7]=[CH:6][C:5]([OH:8])=[CH:4][CH:3]=1.N1C=CC=CC=1.C1(C)C=CC=CC=1.[C:22](Cl)(=[O:25])[CH2:23][CH3:24]>O>[Cl:1][C:2]1[CH:7]=[CH:6][C:5]([O:8][C:22](=[O:25])[CH2:23][CH3:24])=[CH:4][CH:3]=1. Procedure details: Into a mixture of p-chlorophenol (20.0 g, 156 mmol), pyridine (14.8 g, 187 mmol), and toluene (150 ml), propionic acid chloride (17.3 g, 187 mmol) was addeddropwise, and the resultant mixture was stirred for 1 hour at room temperature. Water (150 ml) was added and the aqueous layer was discarded. The organic layer was concentrated anddistilled under reduced pressure (bp. 73°-76° C./0.2 mmHg), thereby obtaining a propionic acid-p-chlorophenyl ester (25.6 g, 138 mmol, 89%). The reactants are COC1=CC=C(C=C1)CC(C)=O (1-(4-Methoxy-phenyl)-propan-2-one), C(#N)CC(=O)OCC (ethyl cyanoacetate), C(C)(=O)[O-].[NH4+] (ammonium acetate), C(C)(=O)O (acetic acid). The solvent is C1(=CC=CC=C1)C (toluene). Yields the product C(C)OC(C(=C(CC1=CC=C(C=C1)OC)C)C#N)=O (2-Cyano-4-(4-methoxy-phenyl)-3-methyl-but-2-enoic Acid Ethyl Ester). The yield is 64.5%. Reaction SMILES: [CH3:1][O:2][C:3]1[CH:8]=[CH:7][C:6]([CH2:9][C:10](=O)[CH3:11])=[CH:5][CH:4]=1.[C:13]([CH2:15][C:16]([O:18][CH2:19][CH3:20])=[O:17])#[N:14].C([O-])(=O)C.[NH4+].C(O)(=O)C>C1(C)C=CC=CC=1>[CH2:19]([O:18][C:16](=[O:17])[C:15]([C:13]#[N:14])=[C:10]([CH3:11])[CH2:9][C:6]1[CH:7]=[CH:8][C:3]([O:2][CH3:1])=[CH:4][CH:5]=1)[CH3:20] |f:2.3|. Procedure details: In a flask equipped with a Dean-stark trap was prepared a solution of 1-(4-Methoxy-phenyl)-propan-2-one (40 g), ethyl cyanoacetate (27.56 g), ammonium acetate (9.40 g), acetic acid (14.64 g) and toluene (150 ml) at room temperature. The solution was heated to reflux overnight. The solution was cooled to room temperature, washed with water and brine, and concentrated. The crude product was purified on a silica gel column, eluting with 10% ethyl acetate/hexane to afford colorless oil (40.76 g). Th... Starting materials: C1=NC=CC=2C(=CC=CC12)S(=O)(=O)N1CCC(CC1)=O (1-(5-isoquinolinesulfonyl)-4-piperidone), C(C)(=O)[O-].[NH4+] (ammonium acetate), C(#N)[BH3-].[Na+] (sodium cyanoborohydride). Solvent: CO (methanol). Run at temperature 20 celsius, time 24 hour. Product: C1=NC=CC=2C(=CC=CC12)S(=O)(=O)N1CCC(CC1)N (1-(5-isoquinolinesulfonyl)-4-aminopiperidine). RXN SMILES: [CH:1]1[C:10]2[CH:9]=[CH:8][CH:7]=[C:6]([S:11]([N:14]3[CH2:19][CH2:18][C:17](=O)[CH2:16][CH2:15]3)(=[O:13])=[O:12])[C:5]=2[CH:4]=[CH:3][N:2]=1.C([O-])(=O)C.[NH4+].C([BH3-])#[N:27].[Na+]>CO>[CH:1]1[C:10]2[CH:9]=[CH:8][CH:7]=[C:6]([S:11]([N:14]3[CH2:19][CH2:18][CH:17]([NH2:27])[CH2:16][CH2:15]3)(=[O:13])=[O:12])[C:5]=2[CH:4]=[CH:3][N:2]=1 |f:1.2,3.4|. Procedure details: To 50 ml of methanol were added 2.9 g of the thus obtained 1-(5-isoquinolinesulfonyl)-4-piperidone, 2.31 g of ammonium acetate and 0.63 g of sodium cyanoborohydride, followed by stirring at 20° C. for 24 hours. The methanol was removed under reduced pressure, and 100 ml of chloroform was added to the resultant product. Then, the mixture was washed twice with 50 ml each of water, washed once with 50 ml of a 50% aqueous sodium hydrogencarbonate solution, and dried with anhydrous sodium sulfate. Th... The reactants are C(#N)[BH3-].[Na+] (sodium cyanoborohydride), NCC=1C=NC(=CC1)Cl (3-aminomethyl-6-chloro-pyridine), C1(CCCCC1)=O (cyclohexanone), C(C)(=O)O (acetic acid), C(=O)([O-])[O-].[K+].[K+] (K2CO3). The solvent is CO (methanol), O (water). Conditions: time 8 hour. Yields the product ClC1=CC=C(C=N1)CNC1CCCCC1 (6-Chloro-3-(cyclohexylamino-methyl)-pyridine). The yield is 90.9%. Reaction SMILES: C([BH3-])#N.[Na+].[NH2:5][CH2:6][C:7]1[CH:8]=[N:9][C:10]([Cl:13])=[CH:11][CH:12]=1.[C:14]1(=O)[CH2:19][CH2:18][CH2:17][CH2:16][CH2:15]1.C(O)(=O)C.C([O-])([O-])=O.[K+].[K+]>CO.O>[Cl:13][C:10]1[N:9]=[CH:8][C:7]([CH2:6][NH:5][CH:14]2[CH2:19][CH2:18][CH2:17][CH2:16][CH2:15]2)=[CH:12][CH:11]=1 |f:0.1,5.6.7|. Procedure details: Under a nitrogen atmosphere, add sodium cyanoborohydride (3.53 g, 56 mmol) to a solution of 3-aminomethyl-6-chloro-pyridine (2 g, 14 mmol), cyclohexanone (1.38 g, 14 mmol) and acetic acid (168 mg, 0.2 mmol) in methanol (20 mL) at 0° C. Warm the mixture to room temperature and stir overnight. Add water (100 mL) and saturated aqueous K2CO3. Extract three times with DCM and wash the combined organic extracts with water and brine. Dry over Na2SO4, filter, and concentrate in vacuo. Purify by chromato...